The task is: describe an organic reaction: reactants, conditions, products, and yield. This data is from the Open Reaction Database (ORD), a public repository of structured organic reaction records. Starting materials: C1(CCCC1)CC(C(=O)O)N1N=CC(=CC1=O)OC1=C(C(=CC=C1)Cl)Cl (3-cyclopentyl-2-[4-(2,3-dichloro-phenoxy)-6-oxo-6H-pyridazin-1-yl]-propionic acid), CC1(OC[C@H](O1)CN1N=C(C=C1)N)C (1-((R)-2,2-dimethyl-[1,3]dioxolan-4-ylmethyl)-1H-pyrazol-3-ylamine), C1(CCCC1)CC(C(=O)O)N1N=CC(=CC1=O)OC1=C(C(=CC=C1)Cl)Cl (3-cyclopentyl-2-[4-(2,3-dichloro-phenoxy)-6-oxo-6H-pyridazin-1-yl]-propionic acid), CC1(OC[C@H](O1)CN1N=C(C=C1)N)C (1-((R)-2,2-dimethyl-[1,3]dioxolan-4-ylmethyl)-1H-pyrazol-3-ylamine). The product is C1(CCCC1)CC(C(=O)NC1=NN(C=C1)C[C@H]1OC(OC1)(C)C)N1N=CC(=CC1=O)OC1=C(C(=CC=C1)Cl)Cl (3-cyclopentyl-2-[4-(2,3-dichloro-phenoxy)-6-oxo-6H-pyridazin-1-yl]-N-[1-((R)-2,2-dimethyl-[1,3]dioxolan-4-ylmethyl)-1H-pyrazol-3-yl]-propionamide). As a reaction SMILES: [CH:1]1([CH2:6][CH:7]([N:11]2[C:16](=[O:17])[CH:15]=[C:14]([O:18][C:19]3[CH:24]=[CH:23][CH:22]=[C:21]([Cl:25])[C:20]=3[Cl:26])[CH:13]=[N:12]2)[C:8](O)=[O:9])[CH2:5][CH2:4][CH2:3][CH2:2]1.[CH3:27][C:28]1([CH3:40])[O:32][C@H:31]([CH2:33][N:34]2[CH:38]=[CH:37][C:36]([NH2:39])=[N:35]2)[CH2:30][O:29]1>>[CH:1]1([CH2:6][CH:7]([N:11]2[C:16](=[O:17])[CH:15]=[C:14]([O:18][C:19]3[CH:24]=[CH:23][CH:22]=[C:21]([Cl:25])[C:20]=3[Cl:26])[CH:13]=[N:12]2)[C:8]([NH:39][C:36]2[CH:37]=[CH:38][N:34]([CH2:33][C@@H:31]3[CH2:30][O:29][C:28]([CH3:40])([CH3:27])[O:32]3)[N:35]=2)=[O:9])[CH2:2][CH2:3][CH2:4][CH2:5]1. Reported procedure: Using the method described in Example 49, 3-cyclopentyl-2-[4-(2,3-dichloro-phenoxy)-6-oxo-6H-pyridazin-1-yl]-propionic acid (Intermediate 70) and 1-((R)-2,2-dimethyl-[1,3]dioxolan-4-ylmethyl)-1H-pyrazol-3-ylamine (Intermediate 4) afforded 3-cyclopentyl-2-[4-(2,3-dichloro-phenoxy)-6-oxo-6H-pyridazin-1-yl]-N-[1-((R)-2,2-dimethyl-[1,3]dioxolan-4-ylmethyl)-1H-pyrazol-3-yl]-propionamide as a light brown solid as a mixture of diastereomers (1.28 g, 88%). The reactants are ClC1=CC=C(C(=N1)NC)[N+](=O)[O-] (6-chloro-2-methylamino-3-nitropyridine), [H-].[Na+] (sodium hydride), C(C)(C)O (isopropanol). Run in CN(C=O)C (dimethylformamide). Product: C(C)(C)OC1=CC=C(C(=N1)NC)[N+](=O)[O-] (6-Isopropoxy-2-methylamino-3-nitropyridine). RXN SMILES: Cl[C:2]1[N:7]=[C:6]([NH:8][CH3:9])[C:5]([N+:10]([O-:12])=[O:11])=[CH:4][CH:3]=1.[H-].[Na+].[CH:15]([OH:18])([CH3:17])[CH3:16]>CN(C)C=O>[CH:15]([O:18][C:2]1[N:7]=[C:6]([NH:8][CH3:9])[C:5]([N+:10]([O-:12])=[O:11])=[CH:4][CH:3]=1)([CH3:17])[CH3:16] |f:1.2|. Procedure details: A procedure similar to that described in Preparation was repeated, except that 6.00 g of 6-chloro-2-methylamino-3-nitropyridine (prepared as described in Preparation 66), 1.54 g of sodium hydride (as a 55% by weight dispersion in mineral oil), 2.7 ml of isopropanol and 150 ml of dimethylformamide were used. After working up the product as described in Preparation 88, the resulting crude product was crystallized by trituration with isopropanol, to give 6.10 g of the title compound, melting at 75°... The reactants are ice water, [H-].[Na+] (sodium hydride), NCCCNC1=NC=CC=C1 (2-(3aminopropylamino)pyridine), BrC1=NC=CC=C1 (2-bromopyridine). The solvent is C1(=CC=CC=C1)C (toluene). Reaction conditions: temperature 90 celsius. Product: N1=C(C=CC=C1)N(C1=NC=CC=C1)CCCN (3-(N,N-dipyrid-2-ylamino)propylamine). The yield is 38.8%. As a reaction SMILES: [H-].[Na+].[NH2:3][CH2:4][CH2:5][CH2:6][NH:7][C:8]1[CH:13]=[CH:12][CH:11]=[CH:10][N:9]=1.Br[C:15]1[CH:20]=[CH:19][CH:18]=[CH:17][N:16]=1>C1(C)C=CC=CC=1>[N:9]1[CH:10]=[CH:11][CH:12]=[CH:13][C:8]=1[N:7]([CH2:6][CH2:5][CH2:4][NH2:3])[C:15]1[CH:20]=[CH:19][CH:18]=[CH:17][N:16]=1 |f:0.1|. Procedure details: A mixture of sodium hydride (0.92 g) and 2-(3aminopropylamino)pyridine (5 g) in toluene (100 ml) was heated under nitrogen to 90° C. until initial reaction ceased, and then under reflux for 2 hr. After cooling, 2-bromopyridine (5.53 g) was added and the mixture heated under reflux for 10 hr. The mixture was poured on to ice/water (100 ml), extracted at pH 14 with chloroform, and these extracts washed with 2N HCl. The acidic aqueous solution was adjusted to pH 9 and extracted with ether and the e... The reactants are O=C(c1c[nH]c2cc(Cl)ccc12)N1CCC2(CC1)OCc1ccccc12, CN1CCN(C(=O)CCl)CC1. Product: CN1CCN(C(=O)Cn2cc(C(=O)N3CCC4(CC3)OCc3ccccc34)c3ccc(Cl)cc32)CC1. Reaction SMILES: [Cl:1][c:2]1[cH:3][cH:4][c:5]2[c:6]([C:11](=[O:12])[N:13]3[CH2:14][CH2:15][C:16]4([O:17][CH2:18][c:19]5[c:20]4[cH:21][cH:22][cH:23][cH:24]5)[CH2:25][CH2:26]3)[cH:7][nH:8][c:9]2[cH:10]1.[Cl:27][CH2:28][C:29](=[O:30])[N:31]1[CH2:32][CH2:33][N:34]([CH3:37])[CH2:35][CH2:36]1>>[Cl:1][c:2]1[cH:3][cH:4][c:5]2[c:6]([C:11](=[O:12])[N:13]3[CH2:14][CH2:15][C:16]4([O:17][CH2:18][c:19]5[c:20]4[cH:21][cH:22][cH:23][cH:24]5)[CH2:25][CH2:26]3)[cH:7][n:8]([CH2:28][C:29](=[O:30])[N:31]3[CH2:32][CH2:33][N:34]([CH3:37])[CH2:35][CH2:36]3)[c:9]2[cH:10]1.